The task is: describe an organic reaction: reactants, conditions, products, and yield. This data is from the Open Reaction Database (ORD), a public repository of structured organic reaction records. The reactants are CCOCC, CN1CCNCC1, CC#N, CC(=O)c1ccc(Cl)c(Cl)c1, Cl, [Na+], [OH-], O. Yields the product CC(=O)c1ccc(N2CCN(C)CC2)c(Cl)c1. Reaction SMILES: [CH2:22]([O:23][CH2:24][CH3:25])[CH3:26].[CH3:12][N:13]1[CH2:14][CH2:15][NH:16][CH2:17][CH2:18]1.[CH3:27][C:28]#[N:29].[Cl:1][c:2]1[cH:3][c:4]([C:9]([CH3:10])=[O:11])[cH:5][cH:6][c:7]1[Cl:8].[ClH:21].[Na+:20].[OH-:19].[OH2:30]>>[Cl:1][c:2]1[cH:3][c:4]([C:9]([CH3:10])=[O:11])[cH:5][cH:6][c:7]1[N:16]1[CH2:15][CH2:14][N:13]([CH3:12])[CH2:18][CH2:17]1.